From a dataset of the Open Reaction Database (ORD), a public repository of structured organic reaction records. describe an organic reaction: reactants, conditions, products, and yield Yields the product COc1cc(C)c(CCCC(=O)O)c(O)c1OC. RXN SMILES: [CH3:23][c:24]1[cH:25][cH:26][cH:27][cH:28][cH:29]1.[ClH:20].[OH2:21].[OH:1][c:2]1[c:3]([C:4](=[O:5])[CH2:6][CH2:7][C:8](=[O:9])[OH:10])[c:11]([CH3:19])[cH:12][c:13]([O:17][CH3:18])[c:14]1[O:15][CH3:16].[Zn:22]>>[OH:1][c:2]1[c:3]([CH2:4][CH2:6][CH2:7][C:8](=[O:9])[OH:10])[c:11]([CH3:19])[cH:12][c:13]([O:17][CH3:18])[c:14]1[O:15][CH3:16]. The reactants are Cc1ccccc1, Cl, O, COc1cc(C)c(C(=O)CCC(=O)O)c(O)c1OC, [Zn]. The reactants are [BH4-], CO, CCOC(C)=O, [Na+], [Na+], [OH-], O=C(CCN1CC2CC=CCC1CN2c1ccc2ccccc2c1)c1csc2ccccc12. Product: OC(CCN1CC2CC=CCC1CN2c1ccc2ccccc2c1)c1csc2ccccc12. RXN SMILES: [BH4-:34].[CH3:36][OH:37].[CH3:40][CH2:41][O:42][C:43](=[O:44])[CH3:45].[Na+:35].[Na+:39].[OH-:38].[s:1]1[c:2]2[c:3]([c:4]([C:6]([CH2:7][CH2:8][N:9]3[CH:10]4[CH2:11][CH:12]=[CH:13][CH2:14][CH:15]([CH2:16]3)[N:17]([c:19]3[cH:20][c:21]5[cH:22][cH:23][cH:24][cH:25][c:26]5[cH:27][cH:28]3)[CH2:18]4)=[O:29])[cH:5]1)[cH:30][cH:31][cH:32][cH:33]2>>[s:1]1[c:2]2[c:3]([c:4]([CH:6]([CH2:7][CH2:8][N:9]3[CH:10]4[CH2:11][CH:12]=[CH:13][CH2:14][CH:15]([CH2:16]3)[N:17]([c:19]3[cH:20][c:21]5[cH:22][cH:23][cH:24][cH:25][c:26]5[cH:27][cH:28]3)[CH2:18]4)[OH:29])[cH:5]1)[cH:30][cH:31][cH:32][cH:33]2. Reactants: ClCC1=CC=C(OCC2=NC3=CC=CC=C3C=C2)C=C1 (2-(4-chloromethylphenoxy)methylquinoline), ClC=1C=CC2=C(N=C(O2)C(=O)OCCC)C1O (n-propyl 5-chloro-4-hydroxybenzoxazole-2carboxylate), [I-].[K+] (potassium iodide). Run in CC(=O)C (acetone), CN(C=O)C (dimethylformamide). Product: ClC=1C=CC2=C(N=C(O2)C(=O)OCCC)C1OCC1=CC=C(C=C1)OCC1=NC2=CC=CC=C2C=C1 (n-propyl 5-chloro-4-(4-(quinolin-2-ylmethyloxy)benzyloxy)benzoxazole-2-carboxylate). As a reaction SMILES: Cl[CH2:2][C:3]1[CH:20]=[CH:19][C:6]([O:7][CH2:8][C:9]2[CH:18]=[CH:17][C:16]3[C:11](=[CH:12][CH:13]=[CH:14][CH:15]=3)[N:10]=2)=[CH:5][CH:4]=1.[Cl:21][C:22]1[CH:23]=[CH:24][C:25]2[O:29][C:28]([C:30]([O:32][CH2:33][CH2:34][CH3:35])=[O:31])=[N:27][C:26]=2[C:36]=1[OH:37].[I-].[K+]>CC(C)=O.CN(C)C=O>[Cl:21][C:22]1[CH:23]=[CH:24][C:25]2[O:29][C:28]([C:30]([O:32][CH2:33][CH2:34][CH3:35])=[O:31])=[N:27][C:26]=2[C:36]=1[O:37][CH2:2][C:3]1[CH:20]=[CH:19][C:6]([O:7][CH2:8][C:9]2[CH:18]=[CH:17][C:16]3[C:11](=[CH:12][CH:13]=[CH:14][CH:15]=3)[N:10]=2)=[CH:5][CH:4]=1 |f:2.3|. Procedure: 0.78 g of 2-(4-chloromethylphenoxy)methylquinoline, 6.84 g of n-propyl 5-chloro-4-hydroxybenzoxazole-2carboxylate and a catalytic amount of potassium iodide are combined in 50 ml of acetone and 2 ml of dimethylformamide, and refluxed for 19 hours. The crude solid obtained on cooling is purified by flash chromatography to give n-propyl 5-chloro-4-(4-(quinolin-2-ylmethyloxy)benzyloxy)benzoxazole-2-carboxylate. Reactants: BrC=1C=2C3=C(C(NC3=CC1)=O)C=CC2 (6-bromo-benzo[cd]indol-2(1H)-one), C(=O)([O-])[O-].[K+].[K+] (K2CO3), O (water), FC(CCCI)(F)F (4,4,4-trifluorobutyl iodide). Solvent: CN(C=O)C (N,N-dimethyl formamide). Run at temperature 60 celsius, time 0.5 hour. Product: BrC=1C=2C3=C(C(N(C3=CC1)CCCC(F)(F)F)=O)C=CC2 (6-Bromo-1-(4,4,4-trifluorobutyl)-benzo[cd]indol-2(1H)-one). Yield: 85.5%. As a reaction SMILES: [Br:1][C:2]1[C:3]2[C:4]3[C:8](=[CH:9][CH:10]=1)[NH:7][C:6](=[O:11])[C:5]=3[CH:12]=[CH:13][CH:14]=2.C([O-])([O-])=O.[K+].[K+].[F:21][C:22]([F:28])([F:27])[CH2:23][CH2:24][CH2:25]I.O>CN(C)C=O>[Br:1][C:2]1[C:3]2[C:4]3[C:8](=[CH:9][CH:10]=1)[N:7]([CH2:25][CH2:24][CH2:23][C:22]([F:28])([F:27])[F:21])[C:6](=[O:11])[C:5]=3[CH:12]=[CH:13][CH:14]=2 |f:1.2.3|. Procedure details: To a solutiion of 6-bromo-benzo[cd]indol-2(1H)-one (1 g, 4 mmol) in N,N-dimethyl formamide was added K2CO3 (5.53 g, 40 mmol) and the resulting mixture was stirred for 0.5 hour under nitrogen. 4,4,4-trifluorobutyl iodide (915 mg, 4 mmol ) was next injected to the solution and the mixture was heated at 60° C. for 18 hours. The reaction media was next poured into 200 ml water and extracted with trichloromethane (3×100 ml). Column chromatography using gradient ethyl acetate in hexane (10˜20%) gave t... The reactants are CCNCC, CCOC(=O)c1c(CCl)nc2sc(C)c(C)c2c1-c1ccc(OC)c(OC)c1, ClCCl. The product is CCOC(=O)c1c(CN(CC)CC)nc2sc(C)c(C)c2c1-c1ccc(OC)c(OC)c1. As a reaction SMILES: [CH2:29]([CH3:30])[NH:31][CH2:32][CH3:33].[Cl:1][CH2:2][c:3]1[c:4]([C:24](=[O:25])[O:26][CH2:27][CH3:28])[c:5](-[c:14]2[cH:15][c:16]([O:22][CH3:23])[c:17]([O:20][CH3:21])[cH:18][cH:19]2)[c:6]2[c:7]([n:8]1)[s:9][c:10]([CH3:13])[c:11]2[CH3:12].[Cl:34][CH2:35][Cl:36]>>[CH2:2]([c:3]1[c:4]([C:24](=[O:25])[O:26][CH2:27][CH3:28])[c:5](-[c:14]2[cH:15][c:16]([O:22][CH3:23])[c:17]([O:20][CH3:21])[cH:18][cH:19]2)[c:6]2[c:7]([n:8]1)[s:9][c:10]([CH3:13])[c:11]2[CH3:12])[N:31]([CH2:29][CH3:30])[CH2:32][CH3:33]. Starting materials: C[C@@H](C1=CC=CC=C1)N=C=O ((S)-(−)-α-methylbenzyl isocyanate), NC1=NC=NC2=CC(=C(C=C12)OC)OCC1CCN(CC1)C (4-amino-6-methoxy-7-(N-methylpiperidin-4-ylmethoxy)quinazoline). Product: COC=1C=C2C(=NC=NC2=CC1OCC1CCN(CC1)C)NC(=O)N[C@H](C1=CC=CC=C1)C (1-[6-methoxy-7-(N-methylpiperidin-4-ylmethoxy)quinazolin-4-yl]-3-[(S)-(−)-α-methylbenzyl]urea). RXN SMILES: [CH3:1][C@H:2]([N:9]=[C:10]=[O:11])[C:3]1[CH:8]=[CH:7][CH:6]=[CH:5][CH:4]=1.[NH2:12][C:13]1[C:22]2[C:17](=[CH:18][C:19]([O:25][CH2:26][CH:27]3[CH2:32][CH2:31][N:30]([CH3:33])[CH2:29][CH2:28]3)=[C:20]([O:23][CH3:24])[CH:21]=2)[N:16]=[CH:15][N:14]=1>>[CH3:24][O:23][C:20]1[CH:21]=[C:22]2[C:17](=[CH:18][C:19]=1[O:25][CH2:26][CH:27]1[CH2:32][CH2:31][N:30]([CH3:33])[CH2:29][CH2:28]1)[N:16]=[CH:15][N:14]=[C:13]2[NH:12][C:10]([NH:9][C@@H:2]([CH3:1])[C:3]1[CH:8]=[CH:7][CH:6]=[CH:5][CH:4]=1)=[O:11]. Procedure details: Using an analogous procedure to that described in Example 14, (S)-(−)-α-methylbenzyl isocyanate was reacted with 4-amino-6-methoxy-7-(N-methylpiperidin-4-ylmethoxy)quinazoline to give the title compound; NMR Spectrum: (CDCl3) 1.4-1.56 (m, 2H), 1.61 (d, 3H), 1.84-2.05 (m, 5H), 2.31 (s, 3H), 2.91 (d, 2H), 3.88 (s, 3H), 4.04 (d, 2H), 5.2 (m, 1H), 7.23 (d, 2H), 7.3-7.41 (m, 5H), 8.66 (s, 1H), 8.7 (s, 1H), 10.58 (s, 1H); Mass Spectrum: M+H+ 450. Starting materials: BrC1=CC(=C(C=C1)C#C[Si](C)(C)C)OC ([(4-bromo-2-methoxyphenyl)ethynyl](trimethyl)silane), [Li+].C[Si](C)(C)[N-][Si](C)(C)C (LiHMDS), CN1CCNCC1 (N-methylpiperazine). The reagents and catalysts are C=1C=CC(=CC1)/C=C/C(=O)/C=C/C2=CC=CC=C2.C=1C=CC(=CC1)/C=C/C(=O)/C=C/C2=CC=CC=C2.C=1C=CC(=CC1)/C=C/C(=O)/C=C/C2=CC=CC=C2.[Pd].[Pd] (Pd2(dba)3), C1(CCCCC1)P(C1(C(=CC=CC1)C1=CC=CC=C1)N(C)C)C1CCCCC1 (2-dicyclohexylphosphino-2-(N,N′-dimethylamino)biphenyl). Run in C1CCOC1 (THF), C1CCOC1 (THF). Yields the product COC=1C=C(C=CC1C#C[Si](C)(C)C)N1CCN(CC1)C (3-methoxy-4-[(trimethylsilyl)ethynyl]phenyl-4-methylpiperazine). Yield: 68.4%. Reaction SMILES: Br[C:2]1[CH:7]=[CH:6][C:5]([C:8]#[C:9][Si:10]([CH3:13])([CH3:12])[CH3:11])=[C:4]([O:14][CH3:15])[CH:3]=1.[Li+].C[Si]([N-][Si](C)(C)C)(C)C.[CH3:26][N:27]1[CH2:32][CH2:31][NH:30][CH2:29][CH2:28]1>C1COCC1.C1C=CC(/C=C/C(/C=C/C2C=CC=CC=2)=O)=CC=1.C1C=CC(/C=C/C(/C=C/C2C=CC=CC=2)=O)=CC=1.C1C=CC(/C=C/C(/C=C/C2C=CC=CC=2)=O)=CC=1.[Pd].[Pd].C1(P(C2CCCCC2)C2(N(C)C)CC=CC=C2C2C=CC=CC=2)CCCCC1>[CH3:15][O:14][C:4]1[CH:3]=[C:2]([N:30]2[CH2:31][CH2:32][N:27]([CH3:26])[CH2:28][CH2:29]2)[CH:7]=[CH:6][C:5]=1[C:8]#[C:9][Si:10]([CH3:13])([CH3:12])[CH3:11] |f:1.2,5.6.7.8.9|. Procedure details: A solution of [(4-bromo-2-methoxyphenyl)ethynyl](trimethyl)silane (1.426 g, 5.035 mmol) in dry THF (25 mL) was degassed and backfilled with argon for three times. Pd2(dba)3 (230.5 mg, 0.252 mmol) and 2-dicyclohexylphosphino-2-(N,N′-dimethylamino)biphenyl (79.3 mg, 0.201 mmol) were added under argon atmosphere and the mixture was degassed and backfilled with argon for three times. Then 1 M LiHMDS in THF (12.1 mL, 12.084 mmol) and N-methylpiperazine (1.34 mL, 1.21 g, 12.083 mmol) were added by a s... Reactants: [H-].[Na+] (Sodium hydride), C1CCOC1 (THF), FC(C=1C=C(CN(C(=O)C=2C(=NC=CC2C2=CC=CC=C2)Cl)CCO)C=C(C1)C(F)(F)F)(F)F (N-[3,5-bis(trifluoromethyl)benzyl]-2-chloro-N-(2-hydroxyethyl)-4-phenyl-3-pyridinecarboxamide). Solvent: C(C)(=O)OCC (Ethyl acetate). Reaction conditions: time 2 hour. Product: FC(C=1C=C(CN2CCOC3=C(C2=O)C(=CC=N3)C3=CC=CC=C3)C=C(C1)C(F)(F)F)(F)F (4-[3,5-Bis(trifluoromethyl)benzyl]-2,3,4,5-tetrahydro-5-oxo-6-phenylpyrido[3,2-f][1,4]oxazepine). The yield is 86.1%. As a reaction SMILES: [H-].[Na+].C1COCC1.[F:8][C:9]([F:41])([F:40])[C:10]1[CH:11]=[C:12]([CH:33]=[C:34]([C:36]([F:39])([F:38])[F:37])[CH:35]=1)[CH2:13][N:14]([CH2:30][CH2:31][OH:32])[C:15]([C:17]1[C:18](Cl)=[N:19][CH:20]=[CH:21][C:22]=1[C:23]1[CH:28]=[CH:27][CH:26]=[CH:25][CH:24]=1)=[O:16]>C(OCC)(=O)C>[F:8][C:9]([F:41])([F:40])[C:10]1[CH:11]=[C:12]([CH:33]=[C:34]([C:36]([F:39])([F:38])[F:37])[CH:35]=1)[CH2:13][N:14]1[C:15](=[O:16])[C:17]2[C:22]([C:23]3[CH:28]=[CH:27][CH:26]=[CH:25][CH:24]=3)=[CH:21][CH:20]=[N:19][C:18]=2[O:32][CH2:31][CH2:30]1 |f:0.1|. Procedure details: Sodium hydride (60% oily) (60 mg) was added to a THF (15 ml) solution of N-[3,5-bis(trifluoromethyl)benzyl]-2-chloro-N-(2-hydroxyethyl)-4-phenyl-3-pyridinecarboxamide (Reference Example 12) (348 mg) and the mixture was stirred for 2 hours while heating under reflux. Ethyl acetate was added to the reaction mixture, which was then washed with water and dried. After the solvent was removed by distillation, the entitled compound was obtained as colorless crystals (278 mg). Reactants: N[C@@H](CC(O)=O)C(=O)N[C@@H](CCCCN)C(=O)N[C@@H](CO)C(=O)N[C@@H](CCCNC(N)=N)C(=O)OC (Asp-Lys-Ser-Arg-OMe), N (ammonia). Solvent: CO (methanol). Yields the product N[C@@H](CC(O)=O)C(=O)N[C@@H](CCCCN)C(=O)N[C@@H](CO)C(=O)N[C@@H](CCCNC(N)=N)C(=O)N (Asp-Lys-Ser-Arg-NH2). Reaction SMILES: [NH2:1][C@H:2]([C:7]([NH:9][C@H:10]([C:16]([NH:18][C@H:19]([C:22]([NH:24][C@H:25]([C:33](OC)=[O:34])[CH2:26][CH2:27][CH2:28][NH:29][C:30](=[NH:32])[NH2:31])=[O:23])[CH2:20][OH:21])=[O:17])[CH2:11][CH2:12][CH2:13][CH2:14][NH2:15])=[O:8])[CH2:3][C:4](=[O:6])[OH:5].[NH3:37]>CO>[NH2:1][C@H:2]([C:7]([NH:9][C@H:10]([C:16]([NH:18][C@H:19]([C:22]([NH:24][C@H:25]([C:33]([NH2:37])=[O:34])[CH2:26][CH2:27][CH2:28][NH:29][C:30](=[NH:32])[NH2:31])=[O:23])[CH2:20][OH:21])=[O:17])[CH2:11][CH2:12][CH2:13][CH2:14][NH2:15])=[O:8])[CH2:3][C:4](=[O:6])[OH:5]. Reported procedure: Asp-Lys-Ser-Arg-OMe is treated with a saturated solution of ammonia in methanol at room temperature for 2 days. The solvent is removed in vacuo to afford Asp-Lys-Ser-Arg-NH2. The reactants are CI, COC(=O)C(SC)c1cccs1, CN(C)C=O, [Cl-], [H-], [H][H], [NH4+], [Na+]. Product: COC(=O)C(C)(SC)c1cccs1. RXN SMILES: [CH3:17][I:18].[CH3:1][S:2][CH:3]([C:4](=[O:5])[O:6][CH3:7])[c:8]1[s:9][cH:10][cH:11][cH:12]1.[CH3:21][N:22]([CH3:23])[CH:24]=[O:25].[Cl-:19].[H-:13].[H:15][H:16].[NH4+:20].[Na+:14]>>[CH3:1][S:2][C:3]([C:4](=[O:5])[O:6][CH3:7])([c:8]1[s:9][cH:10][cH:11][cH:12]1)[CH3:17].